From a dataset of the Open Reaction Database (ORD), a public repository of structured organic reaction records. describe an organic reaction: reactants, conditions, products, and yield Starting materials: C(C#C)(=O)OCC (ethyl propiolate), C(CC(=O)OC1CC(NC(C1)(C)C)(C)C)(=O)OC1CC(NC(C1)(C)C)(C)C (bis(2,2,6,6-tetramethyl-4-piperidinyl) malonate). The solvent is C(C)O (ethanol). Yields the product C(CC(=O)OC1CC(N(C(C1)(C)C)C=CC(=O)OCC)(C)C)(=O)OC1CC(N(C(C1)(C)C)C=CC(=O)OCC)(C)C (Bis[1-(β-ethoxycarbonylvinyl)-2,2,6,6-tetramethyl-4-piperidinyl] malonate). Isolated yield 60.0%. Reaction SMILES: [C:1]([O:5][CH2:6][CH3:7])(=[O:4])[C:2]#[CH:3].[C:8]([O:24][CH:25]1[CH2:30][C:29]([CH3:32])([CH3:31])[NH:28][C:27]([CH3:34])([CH3:33])[CH2:26]1)(=[O:23])[CH2:9][C:10]([O:12][CH:13]1[CH2:18][C:17]([CH3:20])([CH3:19])[NH:16][C:15]([CH3:22])([CH3:21])[CH2:14]1)=[O:11]>C(O)C>[C:8]([O:24][CH:25]1[CH2:30][C:29]([CH3:32])([CH3:31])[N:28]([CH:3]=[CH:2][C:1]([O:5][CH2:6][CH3:7])=[O:4])[C:27]([CH3:34])([CH3:33])[CH2:26]1)(=[O:23])[CH2:9][C:10]([O:12][CH:13]1[CH2:18][C:17]([CH3:20])([CH3:19])[N:16]([CH:3]=[CH:2][C:1]([O:5][CH2:6][CH3:7])=[O:4])[C:15]([CH3:22])([CH3:21])[CH2:14]1)=[O:11]. Procedure details: 150 g of ethyl propiolate were added dropwise to a solution of 270 g of bis(2,2,6,6-tetramethyl-4-piperidinyl) malonate in 400 ml of ethanol at 60° C. The mixture was then refluxed for 4 hours. The solvent was removed by distillation under reduced pressure, and recrystallization of the resulting residue from isopropanol yielded 245 g of the compound of the formula shown below in the form of a colorless solid of melting point 100°-102° C. ##STR23## Reactants: SC1=NN=NN1C (5-mercapto-1-methyltetrazole), C[O-].[Na+] (sodium methoxide), II (Iodine). Run in CO (methanol), CO (methanol). Conditions: temperature -60 celsius, time 3 hour. Yields the product CN1N=NN=C1SSC1=NN=NN1C (5,5'-dithiobis (1-methyltetrazole)). Reaction SMILES: II.[SH:3][C:4]1[N:8]([CH3:9])[N:7]=[N:6][N:5]=1.C[O-].[Na+]>CO>[CH3:9][N:8]1[C:4]([S:3][S:3][C:4]2[N:8]([CH3:9])[N:7]=[N:6][N:5]=2)=[N:5][N:6]=[N:7]1 |f:2.3|. Procedure details: Iodine of 5 mmol is solved in methanol of 30 ml in an argon atmosphere. Into the solution thus formed, a solution of 5-mercapto-1-methyltetrazole of 10 mmol and sodium methoxide of 5 mmol dissolved in methanol is dropped slowly. Thereafter, the solution thus formed is stirred for three hours, and cooled to -60° C. Then, the precipitate thus created is separated by filtration. The precipitate is dried in a decompressing atmosphere, and recrystallized three times by ethanol to provide 5,5'-dithiob... Starting materials: ClCCl, COc1ccc(S(=O)(=O)NC(C(=O)O)C(C)C)cc1, CC(C)N=C(NC(C)C)OC(C)(C)C. Yields the product COc1ccc(S(=O)(=O)NC(C(=O)OC(C)(C)C)C(C)C)cc1. As a reaction SMILES: [CH2:34]([Cl:35])[Cl:36].[CH3:1][O:2][c:3]1[cH:4][cH:5][c:6]([S:9](=[O:10])(=[O:11])[NH:12][CH:13]([C:14](=[O:15])[OH:16])[CH:17]([CH3:18])[CH3:19])[cH:7][cH:8]1.[CH:20]([NH:21][C:22](=[N:23][CH:24]([CH3:25])[CH3:30])[O:31][C:26]([CH3:27])([CH3:28])[CH3:29])([CH3:32])[CH3:33]>>[CH3:1][O:2][c:3]1[cH:4][cH:5][c:6]([S:9](=[O:10])(=[O:11])[NH:12][CH:13]([C:14]([O:15][C:26]([CH3:27])([CH3:28])[CH3:29])=[O:16])[CH:17]([CH3:18])[CH3:19])[cH:7][cH:8]1. Reactants: C(CCC)\N=C\1/CCCC=C1NC1=C(C=CC=C1C(C)C)C(C)C ((E)-N-(6-(Butylimino)cyclohex-1-enyl)-2,6-diisopropylaniline), C1(=CC=CC=C1)C (toluene), Cl (HCl). Solvent: hexanes, C(C)OCC (diethyl ether). Yields the product C(C)(C)C1=C(/N=C\2/C(=CCCC2)NCCCC)C(=CC=C1)C(C)C ((E)-2,6-diisopropyl-N-(2-(butylamino)cyclohex-2-enylidene)aniline). Isolated yield 100.2%. As a reaction SMILES: [CH2:1](/[N:5]=[C:6]1\[CH2:7][CH2:8][CH2:9][CH:10]=[C:11]\1[NH:12][C:13]1[C:18]([CH:19]([CH3:21])[CH3:20])=[CH:17][CH:16]=[CH:15][C:14]=1[CH:22]([CH3:24])[CH3:23])[CH2:2][CH2:3][CH3:4].C1(C)C=CC=CC=1.Cl>C(OCC)C>[CH:22]([C:14]1[CH:15]=[CH:16][CH:17]=[C:18]([CH:19]([CH3:20])[CH3:21])[C:13]=1/[N:12]=[C:11]1/[C:6]([NH:5][CH2:1][CH2:2][CH2:3][CH3:4])=[CH:7][CH2:8][CH2:9][CH2:10]/1)([CH3:24])[CH3:23]. Procedure: Charge a vial with N-((6E)-6-(butylimino)-1-cyclohexen-1-yl)-2,6-bis(1-methylethyl)-benzenamine (B) (3.0038 g, 9.1995 mmol, Example B) and toluene (30.0 mL). Stir the resulting yellow solution and add a solution of 1.0M HCl (aqueous, 0.46 mL, 0.46 mmol) in diethyl ether. Stir the resulting reaction mixture for 3 hours. To the mixture add hexanes (5 mL) and filter (syringe filter) to remove fine solids. Wash the filtered solids with hexanes (6 mL), and concentrate the filtrate overnight under red...